Dataset: the Open Reaction Database (ORD), a public repository of structured organic reaction records. Task: describe an organic reaction: reactants, conditions, products, and yield The reactants are C(=O)O (formic acid), C1(=CC=C(C=C1)S(=O)(=O)N[C@@H]([C@H](N)C1=CC=CC=C1)C1=CC=CC=C1)C ((R,R)—N-(p-toluenesulfonyl)-1,2-diphenylethylendiamine), C(C)(=O)[C@@H]1CC(N(C1)[C@@H](C)C1=CC=C(C=C1)OC)=O ((R)-4-acetyl-1-[(S)-1-(4-methoxyphenyl)-ethyl]pyrrolidine-2-one), Cl (hydrochloric acid). The reagents and catalysts are C[C]1[C]([C]([C]([C]1C)C)C)C.C[C]1[C]([C]([C]([C]1C)C)C)C.Cl[Rh]Cl.Cl[Rh]Cl (Dichloro-(pentamethylcyclopentadienyl)-rhodium-(III)-dimer). Run in C(C)N(CC)CC (triethylamine), C(C)#N (acetonitril). Run at temperature -15 celsius, time 22 hour. The product is O[C@@H](C)[C@@H]1CC(N(C1)[C@@H](C)C1=CC=C(C=C1)OC)=O ((R)-4-[(S)-1-hydroxyethyl]-1-[(S)-1-(4-methoxyphenyl)-ethyl]-pyrrolidin-2-one). Isolated yield 113.3%. RXN SMILES: C1(C)C=CC(S(N[C@H](C2C=CC=CC=2)[C@@H](C2C=CC=CC=2)N)(=O)=O)=CC=1.[C:27]([C@H:30]1[CH2:34][N:33]([C@H:35]([C:37]2[CH:42]=[CH:41][C:40]([O:43][CH3:44])=[CH:39][CH:38]=2)[CH3:36])[C:32](=[O:45])[CH2:31]1)(=[O:29])[CH3:28].C(O)=O.Cl>C(#N)C.C[C]1[C](C)[C](C)[C](C)[C]1C.C[C]1[C](C)[C](C)[C](C)[C]1C.Cl[Rh]Cl.Cl[Rh]Cl.C(N(CC)CC)C>[OH:29][C@H:27]([C@H:30]1[CH2:34][N:33]([C@H:35]([C:37]2[CH:38]=[CH:39][C:40]([O:43][CH3:44])=[CH:41][CH:42]=2)[CH3:36])[C:32](=[O:45])[CH2:31]1)[CH3:28] |f:5.6.7.8,^1:53,54,56,58,60,63,64,66,68,70|. Procedure: 2.4 g of Dichloro-(pentamethylcyclopentadienyl)-rhodium-(III)-dimer and 2.8 g (R,R)—N-(p-toluenesulfonyl)-1,2-diphenylethylendiamine [(R,R)-TsDPEN] is added to a solution of 50 g (R)-4-acetyl-1-[(S)-1-(4-methoxyphenyl)-ethyl]pyrrolidine-2-one in acetonitril at 25° C. The solution is cooled to −15° C. At this temperature a mixture of 22 mL formic acid and 135 mL triethylamine is added. The reaction mixture is stirred for 22 hours at −15° C. and then warmed up to 20° C. 230 mL of a 4 molar hydroch... Reactants: C(C)(=O)O (acetic acid), ClC1=C(C=C2CC(NC2=C1)=O)C(CCl)=O (6-chloro-5-(2-chloro-acetyl)-1,3-dihydro-indol-2-one), C(C)(=O)O (acetic acid), [BH4-].[Na+] (sodium borohydride). Run in C(C)O (ethanol). Conditions: time 15 hour. The product is ClC1=C(C=C2CC(NC2=C1)=O)C(CCl)O (6-Chloro-5-(2-chloro-1-hydroxy-ethyl)-1,3-dihydro-indol-2-one). Reaction SMILES: [Cl:1][C:2]1[CH:10]=[C:9]2[C:5]([CH2:6][C:7](=[O:11])[NH:8]2)=[CH:4][C:3]=1[C:12](=[O:15])[CH2:13][Cl:14].[BH4-].[Na+].C(O)(=O)C>C(O)C>[Cl:1][C:2]1[CH:10]=[C:9]2[C:5]([CH2:6][C:7](=[O:11])[NH:8]2)=[CH:4][C:3]=1[CH:12]([OH:15])[CH2:13][Cl:14] |f:1.2|. Procedure details: A reactor is loaded with 200 g (0.82 mol) of 6-chloro-5-(2-chloro-acetyl)-1,3-dihydro-indol-2-one, in 1 L of ethanol. The reaction mixture is added with 15.5 g (0.41 mol) of sodium borohydride in portions, under strong stirring, at room temperature. The temperature is kept at 15-20° C. during the addition, after that the mixture is left under stirring for about 15 h at room temperature. The mixture is then added with 250 ml of glacial acetic acid and refluxed (approx. 85° C.) for 1 hr 30 min, th...